This data is from the Open Reaction Database (ORD), a public repository of structured organic reaction records. The task is: describe an organic reaction: reactants, conditions, products, and yield Reactants: COC(=O)C(=O)c1ccccc1, CC(C)(C)[O-], COC[P+](c1ccccc1)(c1ccccc1)c1ccccc1, [Cl-], [K+], [Mg+2], O=S(=O)([O-])[O-], O. Yields the product COC=C(C(=O)OC)c1ccccc1. As a reaction SMILES: [C:30]([c:31]1[cH:32][cH:33][cH:34][cH:35][cH:36]1)(=[O:37])[C:38](=[O:39])[O:40][CH3:41].[CH3:1][C:2]([CH3:3])([O-:4])[CH3:5].[CH3:8][O:9][CH2:10][P+:11]([c:12]1[cH:13][cH:14][cH:15][cH:16][cH:17]1)([c:18]1[cH:19][cH:20][cH:21][cH:22][cH:23]1)[c:24]1[cH:25][cH:26][cH:27][cH:28][cH:29]1.[Cl-:7].[K+:6].[Mg+2:42].[O-:43][S:44](=[O:45])(=[O:46])[O-:47].[OH2:48]>>[CH3:8][O:9][CH:10]=[C:30]([c:31]1[cH:32][cH:33][cH:34][cH:35][cH:36]1)[C:38](=[O:39])[O:40][CH3:41]. Reactants: [Mg] (magnesium), BrC(C(=O)OCC)C (ethyl 2-bromopropionate), CC1=C(SC=C1)C1=CC=C(C=C1)Br (4-(3-methyl-2-thienyl)-1-bromobenzene). Reagents/catalysts: C(C)Br (ethyl bromide), [Cl-].[Zn+2].[Cl-] (zinc chloride). The solvent is O1CCCC1 (tetrahydrofuran), O1CCCC1 (tetrahydrofuran). Conditions: time 3 hour. The product is CC1=C(SC=C1)C1=CC=C(C=C1)C(C(=O)O)C (2-[4-(3-methyl-2-thienyl)phenyl]propionic acid). Isolated yield 32.9%. Reaction SMILES: [Mg].[CH3:2][C:3]1[CH:7]=[CH:6][S:5][C:4]=1[C:8]1[CH:13]=[CH:12][C:11](Br)=[CH:10][CH:9]=1.Br[CH:16]([CH3:22])[C:17]([O:19]CC)=[O:18]>C(Br)C.O1CCCC1.[Cl-].[Zn+2].[Cl-]>[CH3:2][C:3]1[CH:7]=[CH:6][S:5][C:4]=1[C:8]1[CH:13]=[CH:12][C:11]([CH:16]([CH3:22])[C:17]([OH:19])=[O:18])=[CH:10][CH:9]=1 |f:5.6.7|. Procedure: To a mixture of 1.2 g (0.05 mole) of magnesium turnings and 50 ml of anhydrous tetrahydrofuran was added under a nitrogen stream one drop of ethyl bromide, followed by adding 10 g (0.0395 mole) of 4-(3-methyl-2-thienyl)-1-bromobenzene (boiling point 171°-175° C./16-17 mmHg). After refluxing for 30 minutes, the mixture was cooled. To the mixture was added a solution of 2.8 g (0.0205 mole) of anhydrous zinc chloride in 50 ml of anhydrous tetrahydrofuran, and the mixture was stirred at room tempera... The reactants are ClC(Cl)Cl, OCc1ccc2nsnc2c1. Product: O=Cc1ccc2nsnc2c1. As a reaction SMILES: [CH:12]([Cl:13])([Cl:14])[Cl:15].[OH:1][CH2:2][c:3]1[cH:4][c:5]2[c:6]([n:7][s:8][n:9]2)[cH:10][cH:11]1>>[O:1]=[CH:2][c:3]1[cH:4][c:5]2[c:6]([n:7][s:8][n:9]2)[cH:10][cH:11]1. Reactants: C[Si](CCOCCl)(C)C (2-(trimethylsilyl)ethoxymethyl chloride), O1CCCC1 (Tetrahydrofuran), FC(C=1C=C(C=CC1)C=1N=CNC1)(F)F (4-(3-Trifluoromethyl-phenyl)-1H-imidazole), [H-].[Na+] (sodium hydride). Run in O (water). Conditions: temperature 0 celsius, time 5 minute. The product is FC(C=1C=C(C=CC1)C=1N=CN(C1)COCC[Si](C)(C)C)(F)F (4-(3-Trifluoromethyl-phenyl)-1-(2-trimethylsilanyl-ethoxymethyl)-1H-imidazole). Yield: 69.8%. As a reaction SMILES: O1CCCC1.[F:6][C:7]([F:20])([F:19])[C:8]1[CH:9]=[C:10]([C:14]2[N:15]=[CH:16][NH:17][CH:18]=2)[CH:11]=[CH:12][CH:13]=1.[H-].[Na+].[CH3:23][Si:24]([CH3:31])([CH3:30])[CH2:25][CH2:26][O:27][CH2:28]Cl>O>[F:20][C:7]([F:6])([F:19])[C:8]1[CH:9]=[C:10]([C:14]2[N:15]=[CH:16][N:17]([CH2:28][O:27][CH2:26][CH2:25][Si:24]([CH3:31])([CH3:30])[CH3:23])[CH:18]=2)[CH:11]=[CH:12][CH:13]=1 |f:2.3|. Procedure: To a 250 mL round bottom flask (fitted with rubber septum and nitrogen blanket and stir bar) add Tetrahydrofuran (30 mL; 368.66 mmoles; 30.00 mL; 26.58 g), 4-(3-Trifluoromethyl-phenyl)-1H-imidazole (1.047 g; 1.00 equiv; 4.93 mmoles; 1.05 g) and cool the mixture to 0° C. with stirring on and hold for 5 min. Add sodium hydride (0.138 g; 1.11 equiv; 5.46 mmoles; 138.00 mg) to the flask and stir the reaction for 20 min. Add 2-(trimethylsilyl)ethoxymethyl chloride (1.15 mL; 1.31 equiv; 6.49 mmoles; 1... Starting materials: NC1=CC=C(C=N1)CC(C(=O)OCC)C=1N=CNC1 (Ethyl 3-(6-aminopyridin-3-yl)-2-(1H-imidazol-4-yl)propionate), [H-].[Na+] (sodium hydride), O (water), C(C1=CC=CC=C1)(C1=CC=CC=C1)NC(CBr)=O (N-Benzhydryl-2-bromoacetamide). Solvent: CN(C)C=O (DMF). Run at time 1 hour. Product: NC1=CC=C(C=N1)CC(C(=O)OCC)C=1N=CN(C1)CC(NC(C1=CC=CC=C1)C1=CC=CC=C1)=O (Ethyl 3-(6-aminopyridin-3-yl)-2-{1-[(benzhydrylcarbamoyl)methyl]-1H-imidazol-4-yl}propionate). Yield: 64.2%. As a reaction SMILES: [NH2:1][C:2]1[N:7]=[CH:6][C:5]([CH2:8][CH:9]([C:15]2[N:16]=[CH:17][NH:18][CH:19]=2)[C:10]([O:12][CH2:13][CH3:14])=[O:11])=[CH:4][CH:3]=1.[H-].[Na+].[CH:22]([NH:35][C:36](=[O:39])[CH2:37]Br)([C:29]1[CH:34]=[CH:33][CH:32]=[CH:31][CH:30]=1)[C:23]1[CH:28]=[CH:27][CH:26]=[CH:25][CH:24]=1.O>CN(C=O)C>[NH2:1][C:2]1[N:7]=[CH:6][C:5]([CH2:8][CH:9]([C:15]2[N:16]=[CH:17][N:18]([CH2:37][C:36](=[O:39])[NH:35][CH:22]([C:23]3[CH:28]=[CH:27][CH:26]=[CH:25][CH:24]=3)[C:29]3[CH:34]=[CH:33][CH:32]=[CH:31][CH:30]=3)[CH:19]=2)[C:10]([O:12][CH2:13][CH3:14])=[O:11])=[CH:4][CH:3]=1 |f:1.2|. Procedure: A solution of 60.1 mg (0.23 mmol) of the compound from example 1g in 1 ml of absolute DMF was mixed with 11 mg (0.23 mmol) of sodium hydride (50%) and stirred at RT for 1 h. Then 70.3 mg (0.23 mmol) of the compound from example 10a were added, and the mixture was stirred at RT for 1 h. The reaction solution was mixed with 1 ml of water and extracted several times with EA. The combined EA extracts were dried over Na2SO4, filtered and concentrated. Purification of the resulting residue by chromato... Starting materials: COC(CN1C(CN=C(C2=C1C=CC(=C2)Cl)C2=C(C=CC=C2F)F)=O)=O (7-chloro-5-(2,6-difluorophenyl)-2,3-dihydro-2-oxo-1H-1,4-benzodiazepin-1-acetic acid methyl ester), P12(=S)SP3(=S)SP(=S)(S1)SP(=S)(S2)S3 (phosphorus pentasulfide), N1=CC=CC=C1 (pyridine). Solvent: C(Cl)Cl.O (methylene chloride water). The product is COC(CN1C(CN=C(C2=C1C=CC(=C2)Cl)C2=C(C=CC=C2F)F)=S)=O (7-chloro-5-(2,6-difluorophenyl)-2,3-dihydro-2-thioxo-1H-1,4-benzodiazepin-1-acetic acid methyl ester). Reaction SMILES: [CH3:1][O:2][C:3](=[O:26])[CH2:4][N:5]1[C:11]2[CH:12]=[CH:13][C:14]([Cl:16])=[CH:15][C:10]=2[C:9]([C:17]2[C:22]([F:23])=[CH:21][CH:20]=[CH:19][C:18]=2[F:24])=[N:8][CH2:7][C:6]1=O.P12(SP3(SP(SP(S3)(S1)=S)(=S)S2)=S)=[S:28].N1C=CC=CC=1>C(Cl)Cl.O>[CH3:1][O:2][C:3](=[O:26])[CH2:4][N:5]1[C:11]2[CH:12]=[CH:13][C:14]([Cl:16])=[CH:15][C:10]=2[C:9]([C:17]2[C:22]([F:23])=[CH:21][CH:20]=[CH:19][C:18]=2[F:24])=[N:8][CH2:7][C:6]1=[S:28] |f:3.4|. Procedure: A mixture of 0.01 mole of 7-chloro-5-(2,6-difluorophenyl)-2,3-dihydro-2-oxo-1H-1,4-benzodiazepin-1-acetic acid methyl ester, 0.0105 mole of phosphorus pentasulfide and 100 ml. of pyridine is heated under reflux for about 24 hours. The reaction mixture is evaporated and the residue thus obtained is dissolved in methylene chloride-water. The organic layer is separated, washed with saturated sodium bicarbonate solution, dried over anhydrous magnesium sulfate and evaporated to remove the solvent. Th... Reactants: BrC=1C=C(C=CC1)C1(N=C(C2=C(C=CC=C12)F)N)C1=CC(=NC=C1)C(F)(F)F (1-(3-Bromophenyl)-4-fluoro-1-(2-(trifluoromethyl)pyridin-4-yl)-1H-isoindol-3-amine), C(CCC)[Sn](C1=NC=CN=C1)(CCCC)CCCC (2-(tributylstannyl)pyrazine). Reagents/catalysts: C=1C=CC(=CC1)[P](C=2C=CC=CC2)(C=3C=CC=CC3)[Pd]([P](C=4C=CC=CC4)(C=5C=CC=CC5)C=6C=CC=CC6)([P](C=7C=CC=CC7)(C=8C=CC=CC8)C=9C=CC=CC9)[P](C=1C=CC=CC1)(C=1C=CC=CC1)C=1C=CC=CC1 (Pd(Ph3P)4). Solvent: [Cl-].[Na+].O (Brine), CN(C)C=O (DMF). Conditions: temperature 180 celsius. Yields the product FC1=C2C(=NC(C2=CC=C1)(C1=CC(=NC=C1)C(F)(F)F)C1=CC(=CC=C1)C1=NC=CN=C1)N (4-Fluoro-1-(3-(pyrazin-2-yl)phenyl)-1-(2-(trifluoromethyl)pyridin-4-yl)-1H-isoindol-3-amine). Yield: 13.8%. RXN SMILES: Br[C:2]1[CH:3]=[C:4]([C:8]2([C:19]3[CH:24]=[CH:23][N:22]=[C:21]([C:25]([F:28])([F:27])[F:26])[CH:20]=3)[C:16]3[C:11](=[C:12]([F:17])[CH:13]=[CH:14][CH:15]=3)[C:10]([NH2:18])=[N:9]2)[CH:5]=[CH:6][CH:7]=1.C([Sn](CCCC)(CCCC)[C:34]1[CH:39]=[N:38][CH:37]=[CH:36][N:35]=1)CCC>CN(C=O)C.[Cl-].[Na+].O.C1C=CC([P]([Pd]([P](C2C=CC=CC=2)(C2C=CC=CC=2)C2C=CC=CC=2)([P](C2C=CC=CC=2)(C2C=CC=CC=2)C2C=CC=CC=2)[P](C2C=CC=CC=2)(C2C=CC=CC=2)C2C=CC=CC=2)(C2C=CC=CC=2)C2C=CC=CC=2)=CC=1>[F:17][C:12]1[CH:13]=[CH:14][CH:15]=[C:16]2[C:11]=1[C:10]([NH2:18])=[N:9][C:8]2([C:4]1[CH:3]=[CH:2][CH:7]=[C:6]([C:34]2[CH:39]=[N:38][CH:37]=[CH:36][N:35]=2)[CH:5]=1)[C:19]1[CH:24]=[CH:23][N:22]=[C:21]([C:25]([F:26])([F:27])[F:28])[CH:20]=1 |f:3.4.5,^1:59,61,80,99|. Procedure: 1-(3-Bromophenyl)-4-fluoro-1-(2-(trifluoromethyl)pyridin-4-yl)-1H-isoindol-3-amine (131 mg, 0.29 mmol), 2-(tributylstannyl)pyrazine (0.096 mL, 0.31 mmol) and Pd(Ph3P)4 (33.6 mg, 0.03 mmol) were dissolved in DMF (2 mL) and the reaction mixture was heated in a microwave reactor at 180° C. for 15 min. Brine was added and the mixture was extracted with EtOAc (3×). The combined organic phases were dried (Na2SO4), filtered and concentrated in vacuo. Purification by preperative HPLC afforded the title ... Reactants: CC(=O)O, Cc1cccc(-c2nn3c(c2-c2ccc4ncn(CCCOC5CCCCO5)c4c2)CCC3)n1, C1CCOC1, O. Yields the product Cc1cccc(-c2nn3c(c2-c2ccc4ncn(CCCO)c4c2)CCC3)n1. RXN SMILES: [C:41]([OH:42])(=[O:43])[CH3:44].[CH3:1][c:2]1[cH:3][cH:4][cH:5][c:6](-[c:8]2[c:9](-[c:16]3[cH:17][cH:18][c:19]4[c:20]([n:21]([CH2:24][CH2:25][CH2:26][O:27][CH:28]5[CH2:29][CH2:30][CH2:31][CH2:32][O:33]5)[cH:22][n:23]4)[cH:34]3)[c:10]3[n:11]([n:12]2)[CH2:13][CH2:14][CH2:15]3)[n:7]1.[O:36]1[CH2:37][CH2:38][CH2:39][CH2:40]1.[OH2:35]>>[CH3:1][c:2]1[cH:3][cH:4][cH:5][c:6](-[c:8]2[c:9](-[c:16]3[cH:17][cH:18][c:19]4[c:20]([n:21]([CH2:24][CH2:25][CH2:26][OH:27])[cH:22][n:23]4)[cH:34]3)[c:10]3[n:11]([n:12]2)[CH2:13][CH2:14][CH2:15]3)[n:7]1. The reactants are [BH4-], CC(C)Cc1ccc(C(=O)C(C)(C)C)cc1, CC(C)O, [Na+], O. Product: CC(C)Cc1ccc(C(O)C(C)(C)C)cc1. RXN SMILES: [BH4-:1].[CH3:3][C:4]([C:5](=[O:6])[c:7]1[cH:8][cH:9][c:10]([CH2:13][CH:14]([CH3:15])[CH3:16])[cH:11][cH:12]1)([CH3:17])[CH3:18].[CH:20]([OH:21])([CH3:22])[CH3:23].[Na+:2].[OH2:19]>>[CH3:3][C:4]([CH:5]([OH:6])[c:7]1[cH:8][cH:9][c:10]([CH2:13][CH:14]([CH3:15])[CH3:16])[cH:11][cH:12]1)([CH3:17])[CH3:18].